From a dataset of the Open Reaction Database (ORD), a public repository of structured organic reaction records. describe an organic reaction: reactants, conditions, products, and yield Reactants: Nc1cccc2c1COC2, CC(=O)O, Cl, Cl[Cu]Cl, [Na+], O=[N+]([O-])[O-], O=S=O, O, O, O. Yields the product O=S(=O)(Cl)c1cccc2c1COC2. As a reaction SMILES: [CH2:1]1[O:2][CH2:3][c:4]2[c:5]1[cH:6][cH:7][cH:8][c:9]2[NH2:10].[CH3:20][C:21](=[O:22])[OH:23].[ClH:19].[Cu:27]([Cl:28])[Cl:29].[Na+:11].[O-:12][N+:13](=[O:14])[O-:15].[O:16]=[S:17]=[O:18].[OH2:24].[OH2:25].[OH2:26]>>[CH2:1]1[O:2][CH2:3][c:4]2[c:5]1[cH:6][cH:7][cH:8][c:9]2[S:17](=[O:16])(=[O:18])[Cl:19].